From a dataset of the Open Reaction Database (ORD), a public repository of structured organic reaction records. describe an organic reaction: reactants, conditions, products, and yield Product: FC(C(=O)O)(F)F.N1(CCNCCC1)C1=NC=2N(C(NC(C2N1CC=C(C)C)=O)=O)C (8-([1,4]Diazepan-1-yl)-3-methyl-7-(3-methylbut-2-enyl)-3,7-dihydropurine-2,6-dione trifluoroacetate). As a reaction SMILES: Cl[C:2]1[N:10]([CH2:11][CH:12]=[C:13]([CH3:15])[CH3:14])[C:9]2[C:8](=[O:16])[NH:7][C:6](=[O:17])[N:5]([CH3:18])[C:4]=2[N:3]=1.C(OC([N:26]1[CH2:32][CH2:31][CH2:30][NH:29][CH2:28][CH2:27]1)=O)(C)(C)C.[F:33][C:34]([F:39])([F:38])[C:35]([OH:37])=[O:36]>>[F:33][C:34]([F:39])([F:38])[C:35]([OH:37])=[O:36].[N:26]1([C:2]2[N:10]([CH2:11][CH:12]=[C:13]([CH3:15])[CH3:14])[C:9]3[C:8](=[O:16])[NH:7][C:6](=[O:17])[N:5]([CH3:18])[C:4]=3[N:3]=2)[CH2:32][CH2:31][CH2:30][NH:29][CH2:28][CH2:27]1 |f:3.4|. The reactants are ClC1=NC=2N(C(NC(C2N1CC=C(C)C)=O)=O)C (8-Chloro-3-methyl-7-(3-methylbut-2-enyl)-3,7-dihydropurine-2,6-dione), C(C)(C)(C)OC(=O)N1CCNCCC1 (1-homopiperazine carboxylic acid tert-butyl ester), FC(C(=O)O)(F)F (trifluoroacetic acid). Run at time 30 minute. Procedure details: 8-Chloro-3-methyl-7-(3-methylbut-2-enyl)-3,7-dihydropurine-2,6-dione (40 mg) and 1-homopiperazine carboxylic acid tert-butyl ester (87 μl) were stirred at 140° C. for 1 hour, then trifluoroacetic acid (0.5 ml) was added thereto, and the reaction mixture was stirred at room temperature for 30 minutes. After removing the solvent by distillation at reduced pressure from the reaction mixture, the residue was purified by HPLC with a reversed phase column using water-acetonitrile-trifluoroacetic acid ... Reactants: CCCCCCCCCCCC(=O)O, CCO, CCO, CCOC(C)=O, COc1ccc2c3c1OC1C(O)C=CC4C(C2)N(C)CCC341, COc1ccc2c3c1OC1C(O)C=CC4C(C2)N(C)CCC341. RXN SMILES: [CH3:23][CH2:24][CH2:25][CH2:26][CH2:27][CH2:28][CH2:29][CH2:30][CH2:31][CH2:32][CH2:33][C:34]([OH:35])=[O:36].[CH3:37][CH2:38][OH:39].[CH3:40][CH2:41][OH:42].[CH3:65][CH2:66][O:67][C:68](=[O:69])[CH3:70].[CH:1]12[CH:2]=[CH:3][CH:4]([OH:5])[CH:6]3[O:7][c:8]4[c:9]([O:10][CH3:11])[cH:12][cH:13][c:14]5[c:22]4[C:21]13[CH2:20][CH2:19][N:17]([CH3:18])[CH:16]2[CH2:15]5.[CH:43]12[C:44]34[c:45]5[c:46]([cH:53][cH:54][c:55]([O:56][CH3:57])[c:58]5[O:59][CH:60]3[CH:61]([OH:62])[CH:63]=[CH:64]1)[CH2:47][CH:48]2[N:49]([CH3:52])[CH2:50][CH2:51]4>>[CH3:23][CH2:24][CH2:25][CH2:26][CH2:27][CH2:28][CH2:29][CH2:30][CH2:31][CH2:32][CH2:33][C:34](=[O:35])[O-:36].[CH:1]12[CH:2]=[CH:3][CH:4]([OH:5])[CH:6]3[O:7][c:8]4[c:9]([O:10][CH3:11])[cH:12][cH:13][c:14]5[c:22]4[C:21]13[CH2:20][CH2:19][N:17]([CH3:18])[CH:16]2[CH2:15]5. Product: CCCCCCCCCCCC(=O)[O-], COc1ccc2c3c1OC1C(O)C=CC4C(C2)N(C)CCC341.